This data is from the Open Reaction Database (ORD), a public repository of structured organic reaction records. The task is: describe an organic reaction: reactants, conditions, products, and yield The reactants are C1CCOC1, CCCCC, CCOP(=O)(OCC)C(F)c1cccc(Oc2ccc(C(F)(F)F)cn2)c1, [H-], [Na+], CC(C)(C)OC(=O)N1CCC(=O)CC1. The product is CC(C)(C)OC(=O)N1CCC(=C(F)c2cccc(Oc3ccc(C(F)(F)F)cn3)c2)CC1. As a reaction SMILES: [CH2:49]1[O:50][CH2:51][CH2:52][CH2:53]1.[CH3:44][CH2:45][CH2:46][CH2:47][CH3:48].[F:3][CH:4]([c:5]1[cH:6][c:7]([O:11][c:12]2[n:13][cH:14][c:15]([C:18]([F:19])([F:20])[F:21])[cH:16][cH:17]2)[cH:8][cH:9][cH:10]1)[P:22](=[O:23])([O:24][CH2:25][CH3:26])[O:27][CH2:28][CH3:29].[H-:2].[Na+:1].[O:30]=[C:31]1[CH2:32][CH2:33][N:34]([C:37](=[O:38])[O:39][C:40]([CH3:41])([CH3:42])[CH3:43])[CH2:35][CH2:36]1>>[F:3][C:4]([c:5]1[cH:6][c:7]([O:11][c:12]2[n:13][cH:14][c:15]([C:18]([F:19])([F:20])[F:21])[cH:16][cH:17]2)[cH:8][cH:9][cH:10]1)=[C:31]1[CH2:32][CH2:33][N:34]([C:37](=[O:38])[O:39][C:40]([CH3:41])([CH3:42])[CH3:43])[CH2:35][CH2:36]1.